The task is: describe an organic reaction: reactants, conditions, products, and yield. This data is from the Open Reaction Database (ORD), a public repository of structured organic reaction records. The reactants are O (water), BrCC(=O)OCC (Ethyl bromoacetate), C(C)N(C(C)C)C(C)C (i-Pr2EtN), COC1=CC(=C(C=C1)C1=C(N=NC=C1)N=C(SC)SC)C (methyl N-[4-(4-methoxy-2-methylphenyl)-3-pyridazinyl]-(methylsulfanyl)methaneimidothioate). Solvent: C(C)#N (acetonitrile). Reaction conditions: temperature 100 celsius, time 14 hour. Yields the product COC1=CC(=C(C=C1)C=1C=2N(N=CC1)C(=C(N2)SC)C(=O)OCC)C (Ethyl 8-(4-methoxy-2-methylphenyl)-2-(methylsulfanyl)imidazo[1,2-b]pyridazine-3-carboxylate). RXN SMILES: Br[CH2:2][C:3]([O:5][CH2:6][CH3:7])=[O:4].C(N(C(C)C)C(C)C)C.[CH3:17][O:18][C:19]1[CH:24]=[CH:23][C:22]([C:25]2[CH:30]=[CH:29][N:28]=[N:27][C:26]=2[N:31]=[C:32](SC)[S:33][CH3:34])=[C:21]([CH3:37])[CH:20]=1.O>C(#N)C>[CH3:17][O:18][C:19]1[CH:24]=[CH:23][C:22]([C:25]2[C:26]3[N:27]([C:2]([C:3]([O:5][CH2:6][CH3:7])=[O:4])=[C:32]([S:33][CH3:34])[N:31]=3)[N:28]=[CH:29][CH:30]=2)=[C:21]([CH3:37])[CH:20]=1. Reported procedure: Ethyl bromoacetate (0.87 mL) and i-Pr2EtN (1.36 mL) were added to a solution of methyl N-[4-(4-methoxy-2-methylphenyl)-3-pyridazinyl]-(methylsulfanyl)methaneimidothioate (1.25 g) in acetonitrile (10 mL), and the mixture was heated under stirring at 100° C. for 14 hours. The reaction mixture was cooled to room temperature, which was added with water, extracted with ethyl acetate, and washed with water. After that, it was dried over anhydrous magnesium sulfate and evaporated. The resulting residue... The reactants are N,N-dimethylaminopyridine, C(CCC)C=1N(C(=C(N1)Cl)C(=O)O)CC1=CC=C(C=C1)C1=C(C=CC=C1)C1=NN=NN1 (2-butyl-4-chloro-1-{[2′-(1H-tetrazol-5-yl)biphenyl-4-yl]methyl}-1H-imidazole-5-carboxylic acid), [N+](=O)(OC[C@H](CCCCO)O[N+](=O)[O-])[O-] ((2S)-6-hydroxyhexane-1,2-diyl dinitrate), [N+](=O)(OC[C@H](CCCCO)O[N+](=O)[O-])[O-] ((2S)-6-hydroxyhexane-1,2-diyl dinitrate), Cl.C(C)N=C=NCCCN(C)C (1-ethyl-3-(3′-dimethylaminopropyl)carbodiimide hydrochloride), ON1N=NC2=C1C=CC=C2 (1-hydroxybenzotriazole), CN1CCOCC1 (N-methylmorpholine). Solvent: ClCCl (dichloromethane). Conditions: time 12 hour. Yields the product C(CCC)C=1N(C(=C(N1)Cl)C(=O)OCCCC[C@@H](CO[N+](=O)[O-])O[N+](=O)[O-])CC1=CC=C(C=C1)C1=C(C=CC=C1)C1=NN=NN1 ((5S)-5,6-bis(nitrooxy)hexyl 2-butyl-4-chloro-1-{[2′-(1H-tetrazol-5-yl)biphenyl-4-yl]methyl}-1H-imidazole-5-carboxylate). RXN SMILES: [CH2:1]([C:5]1[N:6]([CH2:14][C:15]2[CH:20]=[CH:19][C:18]([C:21]3[CH:26]=[CH:25][CH:24]=[CH:23][C:22]=3[C:27]3[NH:31][N:30]=[N:29][N:28]=3)=[CH:17][CH:16]=2)[C:7]([C:11]([OH:13])=[O:12])=[C:8]([Cl:10])[N:9]=1)[CH2:2][CH2:3][CH3:4].[N+:32]([O-:46])([O:34][CH2:35][C@@H:36]([O:42][N+:43]([O-:45])=[O:44])[CH2:37][CH2:38][CH2:39][CH2:40]O)=[O:33].Cl.C(N=C=NCCCN(C)C)C.ON1C2C=CC=CC=2N=N1.CN1CCOCC1>ClCCl>[CH2:1]([C:5]1[N:6]([CH2:14][C:15]2[CH:20]=[CH:19][C:18]([C:21]3[CH:26]=[CH:25][CH:24]=[CH:23][C:22]=3[C:27]3[NH:31][N:30]=[N:29][N:28]=3)=[CH:17][CH:16]=2)[C:7]([C:11]([O:13][CH2:40][CH2:39][CH2:38][CH2:37][C@H:36]([O:42][N+:43]([O-:45])=[O:44])[CH2:35][O:34][N+:32]([O-:46])=[O:33])=[O:12])=[C:8]([Cl:10])[N:9]=1)[CH2:2][CH2:3][CH3:4] |f:2.3|. Reported procedure: To a dichloromethane (20 mL) solution of 2-butyl-4-chloro-1-{[2′-(1H-tetrazol-5-yl)biphenyl-4-yl]methyl}-1H-imidazole-5-carboxylic acid (1.76 g, 3.72 mmol), (2S)-6-hydroxyhexane-1,2-diyl dinitrate (intermediate 3, 0.83 g, 3.72 mmol), 1-ethyl-3-(3′-dimethylaminopropyl)carbodiimide hydrochloride (0.85 g, 4.46 mmol), and 1-hydroxybenzotriazole (0.68 g, 4.46 mmol) was added N-methylmorpholine (1.84 mL, 16.7 mmol), followed by N,N-dimethylaminopyridine (4.5 mg, 0.04 mmol). After 12 hours, the reactio...